From a dataset of the Open Reaction Database (ORD), a public repository of structured organic reaction records. describe an organic reaction: reactants, conditions, products, and yield Starting materials: CCOC(=O)C (AcOEt), OCC1(N=C(OC1)C)CCC1=CC=C(C=C1)O (4-[2-(4-hydroxymethyl-2-methyl-4,5-dihydro-oxazol-4-yl)-ethyl]-phenol), C(=O)([O-])[O-].[Cs+].[Cs+] (Cs2CO3), O(C1=CC=CC=C1)CCBr (2-phenoxyethyl bromide). Solvent: O (water), CN(C)C=O (DMF). Reaction conditions: temperature 85 celsius, time 4 hour. The product is CC=1OCC(N1)(CCC1=CC=C(C=C1)OCCOC1=CC=CC=C1)CO ((2-Methyl-4-{2-[4-(2-phenoxy-ethoxy)phenyl]-ethyl}-4,5-dihydro-oxazol-4-yl)-methanol). RXN SMILES: [OH:1][CH2:2][C:3]1([CH2:9][CH2:10][C:11]2[CH:16]=[CH:15][C:14]([OH:17])=[CH:13][CH:12]=2)[CH2:7][O:6][C:5]([CH3:8])=[N:4]1.C([O-])([O-])=O.[Cs+].[Cs+].[O:24]([CH2:31][CH2:32]Br)[C:25]1[CH:30]=[CH:29][CH:28]=[CH:27][CH:26]=1.CCOC(C)=O>CN(C=O)C.O>[CH3:8][C:5]1[O:6][CH2:7][C:3]([CH2:2][OH:1])([CH2:9][CH2:10][C:11]2[CH:12]=[CH:13][C:14]([O:17][CH2:32][CH2:31][O:24][C:25]3[CH:30]=[CH:29][CH:28]=[CH:27][CH:26]=3)=[CH:15][CH:16]=2)[N:4]=1 |f:1.2.3|. Procedure details: To a solution of 4-[2-(4-hydroxymethyl-2-methyl-4,5-dihydro-oxazol-4-yl)-ethyl]-phenol (300 mg, 1.27 mmol) in DMF (5 ml) was added Cs2CO3 (1.2 g, 3.83 mmol) and 2-phenoxyethyl bromide (770 mg, 1.27 mmol). The reaction mixture was stirred at 85° C. for 4 hours. AcOEt and water were then added, the organic layer was separated and the aqueous phase was extracted with AcOEt (3×50 ml). The combined organic extracts were washed with brine, dried over MgSO4, and evaporated to dryness. Purification by f...